From a dataset of the Open Reaction Database (ORD), a public repository of structured organic reaction records. describe an organic reaction: reactants, conditions, products, and yield The reactants are CCOP(=O)(C#N)OCC, CCOC(C)=O, CC(C)(C)C(=O)ONC(CSc1cccc(Oc2ccccc2)c1N)C(=O)O, CN(C)C=O. Product: CC(C)(C)C(=O)ONC1CSc2cccc(Oc3ccccc3)c2NC1=O. As a reaction SMILES: [C:1]([P:2](=[O:3])([O:4][CH2:5][CH3:6])[O:7][CH2:8][CH3:9])#[N:10].[CH3:44][CH2:45][O:46][C:47]([CH3:48])=[O:49].[NH2:11][c:12]1[c:13]([S:25][CH2:26][CH:27]([NH:28][O:29][C:30]([C:31]([CH3:32])([CH3:33])[CH3:34])=[O:35])[C:36](=[O:37])[OH:38])[cH:14][cH:15][cH:16][c:17]1[O:18][c:19]1[cH:20][cH:21][cH:22][cH:23][cH:24]1.[O:39]=[CH:40][N:41]([CH3:42])[CH3:43]>>[NH:11]1[c:12]2[c:13]([cH:14][cH:15][cH:16][c:17]2[O:18][c:19]2[cH:20][cH:21][cH:22][cH:23][cH:24]2)[S:25][CH2:26][CH:27]([NH:28][O:29][C:30]([C:31]([CH3:32])([CH3:33])[CH3:34])=[O:35])[C:36]1=[O:37]. The reactants are COC(C)OC, OB(O)c1ccc(Cl)cc1, COc1cccc2c(C3=C(c4cn(C)c5cc(I)c(F)cc45)C(=O)NC3=O)coc12, [K+], [K+], O=C([O-])[O-], c1ccc(P(c2ccccc2)(c2ccccc2)[Pd](P(c2ccccc2)(c2ccccc2)c2ccccc2)(P(c2ccccc2)(c2ccccc2)c2ccccc2)P(c2ccccc2)(c2ccccc2)c2ccccc2)cc1. Yields the product COc1cccc2c(C3=C(c4cn(C)c5cc(-c6ccc(Cl)cc6)c(F)cc45)C(=O)NC3=O)coc12. As a reaction SMILES: [CH3:47][O:48][CH:49]([O:50][CH3:51])[CH3:52].[Cl:31][c:32]1[cH:33][cH:34][c:35]([B:38]([OH:39])[OH:40])[cH:36][cH:37]1.[F:1][c:2]1[cH:3][c:4]2[c:5]([C:13]3=[C:17]([c:18]4[cH:19][o:20][c:21]5[c:22]4[cH:23][cH:24][cH:25][c:26]5[O:27][CH3:28])[C:16](=[O:29])[NH:15][C:14]3=[O:30])[cH:6][n:7]([CH3:12])[c:8]2[cH:9][c:10]1[I:11].[K+:41].[K+:42].[O-:43][C:44]([O-:45])=[O:46].[cH:53]1[cH:54][cH:55][c:56]([P:57]([Pd:58]([P:59]([c:60]2[cH:61][cH:62][cH:63][cH:64][cH:65]2)([c:66]2[cH:67][cH:68][cH:69][cH:70][cH:71]2)[c:72]2[cH:73][cH:74][cH:75][cH:76][cH:77]2)([P:78]([c:79]2[cH:80][cH:81][cH:82][cH:83][cH:84]2)([c:85]2[cH:86][cH:87][cH:88][cH:89][cH:90]2)[c:91]2[cH:92][cH:93][cH:94][cH:95][cH:96]2)[P:97]([c:98]2[cH:99][cH:100][cH:101][cH:102][cH:103]2)([c:104]2[cH:105][cH:106][cH:107][cH:108][cH:109]2)[c:110]2[cH:111][cH:112][cH:113][cH:114][cH:115]2)([c:116]2[cH:117][cH:118][cH:119][cH:120][cH:121]2)[c:122]2[cH:123][cH:124][cH:125][cH:126][cH:127]2)[cH:128][cH:129]1>>[F:1][c:2]1[cH:3][c:4]2[c:5]([C:13]3=[C:17]([c:18]4[cH:19][o:20][c:21]5[c:22]4[cH:23][cH:24][cH:25][c:26]5[O:27][CH3:28])[C:16](=[O:29])[NH:15][C:14]3=[O:30])[cH:6][n:7]([CH3:12])[c:8]2[cH:9][c:10]1-[c:35]1[cH:34][cH:33][c:32]([Cl:31])[cH:37][cH:36]1. Starting materials: aqueous solution, CNC (dimethylamine), ClC=1C(=CC(=C(C(=O)C2=NC=CC=C2OCOC)C1)OCOC)F (2-(5-chloro-4-fluoro-2-methoxymethoxybenzoyl)-3-methoxymethoxypyridine). The solvent is CN(C)C=O (DMF). Yields the product ClC=1C(=CC(=C(C(=O)C2=NC=CC=C2OCOC)C1)OCOC)N(C)C (2-(5-chloro-4-dimethylamino-2-methoxymethoxybenzoyl)-3-methoxymethoxypyridine). Reaction SMILES: [Cl:1][C:2]1[C:3](F)=[CH:4][C:5]([O:20][CH2:21][O:22][CH3:23])=[C:6]([CH:19]=1)[C:7]([C:9]1[C:14]([O:15][CH2:16][O:17][CH3:18])=[CH:13][CH:12]=[CH:11][N:10]=1)=[O:8].[CH3:25][NH:26][CH3:27]>CN(C=O)C>[Cl:1][C:2]1[C:3]([N:26]([CH3:27])[CH3:25])=[CH:4][C:5]([O:20][CH2:21][O:22][CH3:23])=[C:6]([CH:19]=1)[C:7]([C:9]1[C:14]([O:15][CH2:16][O:17][CH3:18])=[CH:13][CH:12]=[CH:11][N:10]=1)=[O:8]. Procedure details: A mixture of 2-(5-chloro-4-fluoro-2-methoxymethoxybenzoyl)-3-methoxymethoxypyridine (1.98 g), a 50% aqueous solution of dimethylamine (20 ml) and DMF (50 ml) was stirred overnight at room temperature. The reaction mixture was subjected to extraction with ethyl acetate. The organic layer was washed with water and a saturated aqueous saline solution, successively, which was then dried (anhydrous magnesium sulfate). The solvent was distilled off, and the residue was purified by means of a silica ge...